From a dataset of the Open Reaction Database (ORD), a public repository of structured organic reaction records. describe an organic reaction: reactants, conditions, products, and yield Starting materials: CC=1N=C(C(=NC1C)OC)NC(OC1=CC=CC=C1)=O (Phenyl N-(5,6-dimethyl-2-methoxypyrazin-3-yl)carbamate), COC1=C(C=CC=C1)N1CCNCC1 (1-(2-methoxyphenyl)piperazine). Yields the product CC=1N=C(C(=NC1C)OC)NC(=O)N1CCN(CC1)C1=C(C=CC=C1)OC (1-[(5,6-Dimethyl-2-methoxypyrazin-3-yl)aminocarbonyl]-4-(2-methoxyphenyl)piperazine). Yield: 82.0%. RXN SMILES: [CH3:1][C:2]1[N:3]=[C:4]([NH:11][C:12](=[O:20])OC2C=CC=CC=2)[C:5]([O:9][CH3:10])=[N:6][C:7]=1[CH3:8].[CH3:21][O:22][C:23]1[CH:28]=[CH:27][CH:26]=[CH:25][C:24]=1[N:29]1[CH2:34][CH2:33][NH:32][CH2:31][CH2:30]1>>[CH3:1][C:2]1[N:3]=[C:4]([NH:11][C:12]([N:32]2[CH2:31][CH2:30][N:29]([C:24]3[CH:25]=[CH:26][CH:27]=[CH:28][C:23]=3[O:22][CH3:21])[CH2:34][CH2:33]2)=[O:20])[C:5]([O:9][CH3:10])=[N:6][C:7]=1[CH3:8]. Procedure: Phenyl N-(5,6-dimethyl-2-methoxypyrazin-3-yl)carbamate and 1-(2-methoxyphenyl)piperazine were reacted by the same way with the example 1 to obtain the titled compound. Reactants: O=C([O-])[O-], CN(C)C=O, Cc1cc([N+](=O)[O-])ccc1F, [K+], [K+], OC1CCNCC1. The product is Cc1cc([N+](=O)[O-])ccc1N1CCC(O)CC1. As a reaction SMILES: [C:19](=[O:20])([O-:21])[O-:22].[CH3:25][N:26]([CH3:27])[CH:28]=[O:29].[F:1][c:2]1[c:3]([CH3:11])[cH:4][c:5]([N+:8](=[O:9])[O-:10])[cH:6][cH:7]1.[K+:23].[K+:24].[OH:12][CH:13]1[CH2:14][CH2:15][NH:16][CH2:17][CH2:18]1>>[c:2]1([N:16]2[CH2:15][CH2:14][CH:13]([OH:12])[CH2:18][CH2:17]2)[c:3]([CH3:11])[cH:4][c:5]([N+:8](=[O:9])[O-:10])[cH:6][cH:7]1. Reactants: CC(C)C1=CC(=C(C(=C1)C(C)C)C2=C(C=CC=C2)P(C3CCCCC3)C4CCCCC4)C(C)C (X-Phos), CNC(=O)C1=C(OC2=C1C=C(C(=C2)N(S(=O)(=O)C)C)B2OC(C(O2)(C)C)(C)C)C2=NOC=C2C (N-methyl-2-(4-methylisoxazol-3-yl)-6-(N-methylmethylsulfonamido)-5-(4,4,5,5-tetramethyl-1,3,2-dioxaborolan-2-yl)benzofuran-3-carboxamide), ClC1=NC=2C=3N(CCC2C=C1)C=1C=CC=C(C1C3)F (2-chloro-11-fluoro-5,6-dihydroindolo[1,2-h][1,7]naphthyridine), K3PO4.3H2O. Reagents/catalysts: C=1C=CC(=CC1)/C=C/C(=O)/C=C/C2=CC=CC=C2.C=1C=CC(=CC1)/C=C/C(=O)/C=C/C2=CC=CC=C2.C=1C=CC(=CC1)/C=C/C(=O)/C=C/C2=CC=CC=C2.[Pd].[Pd] (Pd2(dba)3). Run in O1CCOCC1.O (dioxane H2O). Conditions: temperature 85 celsius, time 3 hour. Product: FC=1C=2C=C3N(CCC=4C=CC(=NC34)C=3C(=CC4=C(C(=C(O4)C4=NOC=C4C)C(=O)NC)C3)N(S(=O)(=O)C)C)C2C=CC1 (5-(11-fluoro-5,6-dihydroindolo[1,2-h][1,7]naphthyridin-2-yl)-N-methyl-2-(4-methylisoxazol-3-yl)-6-(N-methylmethylsulfonamido)benzofuran-3-carboxamide). The yield is 48.6%. RXN SMILES: [CH3:1][NH:2][C:3]([C:5]1[C:9]2[CH:10]=[C:11](B3OC(C)(C)C(C)(C)O3)[C:12]([N:14]([CH3:19])[S:15]([CH3:18])(=[O:17])=[O:16])=[CH:13][C:8]=2[O:7][C:6]=1[C:29]1[C:33]([CH3:34])=[CH:32][O:31][N:30]=1)=[O:4].Cl[C:36]1[CH:45]=[CH:44][C:43]2[CH2:42][CH2:41][N:40]3[C:46]4[CH:47]=[CH:48][CH:49]=[C:50]([F:53])[C:51]=4[CH:52]=[C:39]3[C:38]=2[N:37]=1.CC(C1C=C(C(C)C)C(C2C=CC=CC=2P(C2CCCCC2)C2CCCCC2)=C(C(C)C)C=1)C>O1CCOCC1.O.C1C=CC(/C=C/C(/C=C/C2C=CC=CC=2)=O)=CC=1.C1C=CC(/C=C/C(/C=C/C2C=CC=CC=2)=O)=CC=1.C1C=CC(/C=C/C(/C=C/C2C=CC=CC=2)=O)=CC=1.[Pd].[Pd]>[F:53][C:50]1[C:51]2[CH:52]=[C:39]3[C:38]4[N:37]=[C:36]([C:11]5[C:12]([N:14]([CH3:19])[S:15]([CH3:18])(=[O:16])=[O:17])=[CH:13][C:8]6[O:7][C:6]([C:29]7[C:33]([CH3:34])=[CH:32][O:31][N:30]=7)=[C:5]([C:3]([NH:2][CH3:1])=[O:4])[C:9]=6[CH:10]=5)[CH:45]=[CH:44][C:43]=4[CH2:42][CH2:41][N:40]3[C:46]=2[CH:47]=[CH:48][CH:49]=1 |f:3.4,5.6.7.8.9|. Procedure details: To a mixture of N-methyl-2-(4-methylisoxazol-3-yl)-6-(N-methylmethylsulfonamido)-5-(4,4,5,5-tetramethyl-1,3,2-dioxaborolan-2-yl)benzofuran-3-carboxamide (60 mg, 0.12 mmol), 2-chloro-11-fluoro-5,6-dihydroindolo[1,2-h][1,7]naphthyridine (50 mg, 0.18 mmol) and K3PO4.3H2O (98 mg, 0.37 mmol) in dioxane/H2O (1.5 mL/0.5 mL) was added Pd2(dba)3 (8 mg, 0.008 mmol) and X-Phos (8 mg, 0.016 mmol) under N2. The mixture was stirred at 85° C. for 3 h. It was concentrated, diluted with water, extracted with EtO... Starting materials: [N+](=O)([O-])C=1C=C(NC(C2=CC=C(C=C2)N2CCOCC2)=O)C=CC1[N+](=O)[O-] (3,4-dinitro-N-(4-morpholinobenzoyl)aniline), O1CCN(CC1)C1=CC=C(S1)C=O (5-morpholinothiophene-2-carboxaldehyde). Yields the product O1CCN(CC1)C=1SC(=CC1)C1=NC2=C(N1)C=CC(=C2)NC(C2=CC=C(C=C2)N2CCOCC2)=O (N-(2-(2-Morpholinothien-5-yl)-1H-benzimidazol-5-yl)-4-morpholinobenzamide). RXN SMILES: [N+:1]([C:4]1[CH:5]=[C:6]([CH:22]=[CH:23][C:24]=1[N+:25]([O-])=O)[NH:7][C:8](=[O:21])[C:9]1[CH:14]=[CH:13][C:12]([N:15]2[CH2:20][CH2:19][O:18][CH2:17][CH2:16]2)=[CH:11][CH:10]=1)([O-])=O.[O:28]1[CH2:33][CH2:32][N:31]([C:34]2[S:38][C:37]([CH:39]=O)=[CH:36][CH:35]=2)[CH2:30][CH2:29]1>>[O:28]1[CH2:33][CH2:32][N:31]([C:34]2[S:38][C:37]([C:39]3[NH:25][C:24]4[CH:23]=[CH:22][C:6]([NH:7][C:8](=[O:21])[C:9]5[CH:14]=[CH:13][C:12]([N:15]6[CH2:20][CH2:19][O:18][CH2:17][CH2:16]6)=[CH:11][CH:10]=5)=[CH:5][C:4]=4[N:1]=3)=[CH:36][CH:35]=2)[CH2:30][CH2:29]1. Procedure details: Compound 418 was prepared according to the procedure similar to that described in Scheme III from 3,4-dinitro-N-(4-morpholinobenzoyl)aniline and 5-morpholinothiophene-2-carboxaldehyde. [M+H]+ calcd for C26H27N5O3S: 490.18; found: 489.95. Starting materials: Cl.C1(=CC=CC=C1)C=1C=C2CCC(C(C2=CC1)=O)CCN1CCC(CC1)C1=CC=CC=C1 (3,4-Dihydro-6-phenyl-2-[2-(4-phenyl-1-piperidinyl)ethyl]-1(2H)naphthalenone, monohydrochloride), C(C)O.C(C)(=O)OCC (ethanol ethyl acetate). Reagents/catalysts: [Pd] (Pd on carbon). Yields the product C1(=CC=CC=C1)CCC=1C=C2CCC(C(C2=CC1)=O)CCN1CCC(CC1)C1=CC=CC=C1 (3,4-Dihydro-6-(2-phenylethyl)-2-[2-(4-phenyl-1-piperidinyl)ethyl]-1(2H)-naphthalenone). Yield: 99.9%. As a reaction SMILES: Cl.[C:2]1([C:8]2[CH:9]=[C:10]3[C:15](=[CH:16][CH:17]=2)[C:14](=[O:18])[CH:13]([CH2:19][CH2:20][N:21]2[CH2:26][CH2:25][CH:24]([C:27]4[CH:32]=[CH:31][CH:30]=[CH:29][CH:28]=4)[CH2:23][CH2:22]2)[CH2:12][CH2:11]3)[CH:7]=[CH:6][CH:5]=[CH:4][CH:3]=1.[CH2:33](O)[CH3:34].C(OCC)(=O)C>[Pd]>[C:6]1([CH2:7][CH2:2][C:8]2[CH:9]=[C:10]3[C:15](=[CH:16][CH:17]=2)[C:14](=[O:18])[CH:13]([CH2:19][CH2:20][N:21]2[CH2:26][CH2:25][CH:24]([C:27]4[CH:28]=[CH:29][CH:30]=[CH:31][CH:32]=4)[CH2:23][CH2:22]2)[CH2:12][CH2:11]3)[CH:34]=[CH:33][CH:3]=[CH:4][CH:5]=1 |f:0.1,2.3|. Procedure details: Compound 3 (100 mg, 0.23 mmol) was dissolved in a mixture of 4:1 ethanol/ethyl acetate solution (25 mL) and stirred with 10% Pd on carbon (20 mg) at room temperature and under a hydrogen gas (balloon) for 18 hours. The reaction mixture was filtered through a Celite pad and evaporated to dryness. The residue was triturated with hexanes to afford the title compound as a yellow solid (103 mg, 99.9%). The reactants are O=C(OCc1ccccc1)N1CCC(OCc2nc(C3CCCCN3)no2)CC1, O=S(=O)(Cl)c1nc2ccccc2[nH]1. The product is O=C(OCc1ccccc1)N1CCC(OCc2nc(C3CCCCN3S(=O)(=O)c3nc4ccccc4[nH]3)no2)CC1. As a reaction SMILES: [NH:1]1[CH:2]([c:7]2[n:8][o:9][c:10]([CH2:12][O:13][CH:14]3[CH2:15][CH2:16][N:17]([C:20](=[O:21])[O:22][CH2:23][c:24]4[cH:25][cH:26][cH:27][cH:28][cH:29]4)[CH2:18][CH2:19]3)[n:11]2)[CH2:3][CH2:4][CH2:5][CH2:6]1.[nH:30]1[c:31]([S:39](=[O:40])(=[O:41])[Cl:42])[n:32][c:33]2[c:34]1[cH:35][cH:36][cH:37][cH:38]2>>[N:1]1([S:39]([c:31]2[nH:30][c:34]3[c:33]([n:32]2)[cH:38][cH:37][cH:36][cH:35]3)(=[O:40])=[O:41])[CH:2]([c:7]2[n:8][o:9][c:10]([CH2:12][O:13][CH:14]3[CH2:15][CH2:16][N:17]([C:20](=[O:21])[O:22][CH2:23][c:24]4[cH:25][cH:26][cH:27][cH:28][cH:29]4)[CH2:18][CH2:19]3)[n:11]2)[CH2:3][CH2:4][CH2:5][CH2:6]1.